This data is from the Open Reaction Database (ORD), a public repository of structured organic reaction records. The task is: describe an organic reaction: reactants, conditions, products, and yield Starting materials: ClC1=NC=CC(=N1)Cl (2,4-dichloro-pyrimidine), NC(CO)(C)C (2-amino-2-methylpropan-1-ol). Yields the product ClC1=NC=CC(=N1)NC(CO)(C)C (2-(2-Chloro-pyrimidin-4-ylamino)-2-methyl-propan-1-ol). Yield: 19.0%. RXN SMILES: [Cl:1][C:2]1[N:7]=[C:6](Cl)[CH:5]=[CH:4][N:3]=1.[NH2:9][C:10]([CH3:14])([CH3:13])[CH2:11][OH:12]>>[Cl:1][C:2]1[N:7]=[C:6]([NH:9][C:10]([CH3:14])([CH3:13])[CH2:11][OH:12])[CH:5]=[CH:4][N:3]=1. Procedure details: Prepared in analogy to example 98a), using 2,4-dichloro-pyrimidine and 2-amino-2-methylpropan-1-ol. The title compound was isolated as a yellowish solid in a yield of 19%. MS ISP (m/e): 200.3 (100) [(M+H)+]. 1H NMR (DMSO-D6, 300 MHz): δ (ppm)=7.84 (d, 1H), 7.49 (s, 1H), 6.50 (d, 1H), 4.85 (s, 1H), 3.53 (d, 2H), 1.29 (s, 6H). Reactants: C(C1=CC=CC=C1)N (benzylamine), COC=CC(C)=O (4-methoxybut-3-en-2-one). The solvent is C(Cl)(Cl)Cl (chloroform). Product: C(C1=CC=CC=C1)NC=CC(C)=O (4-(benzylamino)but-3-en-2-one). Yield: 70.0%. RXN SMILES: [CH2:1]([NH2:8])[C:2]1[CH:7]=[CH:6][CH:5]=[CH:4][CH:3]=1.CO[CH:11]=[CH:12][C:13](=[O:15])[CH3:14]>C(Cl)(Cl)Cl>[CH2:1]([NH:8][CH:11]=[CH:12][C:13](=[O:15])[CH3:14])[C:2]1[CH:7]=[CH:6][CH:5]=[CH:4][CH:3]=1. Procedure details: A mixture of benzylamine (1.1 mL, 10 mmol) and 4-methoxybut-3-en-2-one (1 mL, 10 mmol) in chloroform (100 mL) was stirred at room temperature until complete conversion. Then, the solvent was evaporated to afford the desired product 30 in 70% yield which was used without additional purification.